Dataset: the Open Reaction Database (ORD), a public repository of structured organic reaction records. Task: describe an organic reaction: reactants, conditions, products, and yield Reactants: O1COC2=C1C=CC(=C2)C(CCC)SCC(=O)O ([{1-(1,3-benzodioxol-5-yl)butyl}thio]acetic acid), [OH-].[Na+] (sodium hydroxide). The solvent is C(C)O (ethanol). The product is O1COC2=C1C=CC(=C2)C(CCC)SCC(=O)[O-].[Na+] (Sodium [{1-(1,3-benzodioxol-5-yl)butyl}thio]acetate). As a reaction SMILES: [O:1]1[C:5]2[CH:6]=[CH:7][C:8]([CH:10]([S:14][CH2:15][C:16]([OH:18])=[O:17])[CH2:11][CH2:12][CH3:13])=[CH:9][C:4]=2[O:3][CH2:2]1.[OH-].[Na+:20]>C(O)C>[O:1]1[C:5]2[CH:6]=[CH:7][C:8]([CH:10]([S:14][CH2:15][C:16]([O-:18])=[O:17])[CH2:11][CH2:12][CH3:13])=[CH:9][C:4]=2[O:3][CH2:2]1.[Na+:20] |f:1.2,4.5|. Reported procedure: 100 g of [{1-(1,3-benzodioxol-5-yl)butyl}thio]acetic acid was dissolved in 500 ml of ethanol. 372 ml of 1N-aqueous sodium hydroxide solution was added thereto. Ethanol and water were removed from the reaction mixture by azeotropic distillation and then ether was added to the residue to solidify it. A precipitate thus formed was recovered by filtration and dried to obtain 102 g of the intended compound in the form of a white powder. Starting materials: CO[C@@H]1CC[C@H](CC1)O (trans-4-methoxy-cyclohexanol), C1CCOC1 (THF), [Li+].C[Si](C)(C)[N-][Si](C)(C)C (LiHMDS), ice ethanol, FC1=NC=CC=C1[N+](=O)[O-] (2-fluoro-3-nitro-pyridine), C1CCOC1 (THF), Cl (hydrochloric acid). Run at time 15 minute. Product: CO[C@H]1C[C@H](CCC1)OC1=NC=CC=C1[N+](=O)[O-] (2-(cis-3-methoxy-cyclohexyloxy)-3-nitro-pyridine). Reaction SMILES: [Li+].C[Si]([N-][Si](C)(C)C)(C)C.[CH3:11][O:12][C@H:13]1[CH2:18][CH2:17][C@H:16](O)[CH2:15][CH2:14]1.F[C:21]1[C:26]([N+:27]([O-:29])=[O:28])=[CH:25][CH:24]=[CH:23][N:22]=1.Cl.C1C[O:34]CC1>>[CH3:11][O:12][C@@H:13]1[CH2:18][CH2:17][CH2:16][C@H:15]([O:34][C:21]2[C:26]([N+:27]([O-:29])=[O:28])=[CH:25][CH:24]=[CH:23][N:22]=2)[CH2:14]1 |f:0.1|. Procedure details: LiHMDS (1 M solution in THF; 40.0 ml) was added slowly to an ice/ethanol-cooled solution of cis/trans-4-methoxy-cyclohexanol (5.00 g) in THF (10 ml). Cooling was suspended after the addition was complete and the mixture was stirred for 15 minutes at room temperature. A solution of 2-fluoro-3-nitro-pyridine (5.10 g) in THF (10 ml) was added slowly while the temperature was maintained below 24° C. The reaction mixture was stirred for 2 h at room temperature, neutralized by addition of hydrochloric... Starting materials: ClC1=C(C=C(C=C1)C(C)(C)C1=CN=C(N1C1=CC=C(C=C1)F)S)OC (5-(2-(4-chloro-3-methoxyphenyl)propan-2-yl)-1-(4-fluorophenyl)-1H-imidazole-2-thiol), C(=O)([O-])[O-].[K+].[K+] (K2CO3), BrCC1CCN(CC1)C(=O)OC(C)(C)C (tert-butyl 4-(bromomethyl)piperidine-1-carboxylate). Solvent: CC(=O)C (acetone). Run at time 4 hour. Yields the product C(C)(C)(C)OC(=O)N1CCC(CC1)CSC=1N(C(=CN1)C(C)(C)C1=CC(=C(C=C1)Cl)OC)C1=CC=C(C=C1)F (Tert-butyl-4-((5-(2-(4-chloro-3-methoxyphenyl)propan-2-yl)-1-(4-fluorophenyl)-1H-imidazol-2-ylthio)methyl)piperidine-1-carboxylate). Isolated yield 90.0%. RXN SMILES: [Cl:1][C:2]1[CH:7]=[CH:6][C:5]([C:8]([C:11]2[N:15]([C:16]3[CH:21]=[CH:20][C:19]([F:22])=[CH:18][CH:17]=3)[C:14]([SH:23])=[N:13][CH:12]=2)([CH3:10])[CH3:9])=[CH:4][C:3]=1[O:24][CH3:25].C([O-])([O-])=O.[K+].[K+].Br[CH2:33][CH:34]1[CH2:39][CH2:38][N:37]([C:40]([O:42][C:43]([CH3:46])([CH3:45])[CH3:44])=[O:41])[CH2:36][CH2:35]1>CC(C)=O>[C:43]([O:42][C:40]([N:37]1[CH2:38][CH2:39][CH:34]([CH2:33][S:23][C:14]2[N:15]([C:16]3[CH:21]=[CH:20][C:19]([F:22])=[CH:18][CH:17]=3)[C:11]([C:8]([C:5]3[CH:6]=[CH:7][C:2]([Cl:1])=[C:3]([O:24][CH3:25])[CH:4]=3)([CH3:10])[CH3:9])=[CH:12][N:13]=2)[CH2:35][CH2:36]1)=[O:41])([CH3:46])([CH3:44])[CH3:45] |f:1.2.3|. Procedure details: To a suspension of 5-(2-(4-chloro-3-methoxyphenyl)propan-2-yl)-1-(4-fluorophenyl)-1H-imidazole-2-thiol (0.557 g, 1.48 mmol) and K2CO3 (0.306 g, 2.22 mmol) in acetone (4 mL) was added tert-butyl 4-(bromomethyl)piperidine-1-carboxylate (0.431 g, 1.55 mmol). The reaction was heated at reflux. After 4 h, the reaction was concentrated and purified by column chromatography using Hex:EtOAc as eluents to afford the title compound (0.765 g) as a white solid. MS (EI) m/z 574 [M+H]+. Starting materials: C1CO1 (Ethylene oxide), NC1=CC=C(OCC(=O)OC)C=C1 (methyl 4-aminophenoxyacetate), C(C)(=O)O (acetic acid), resultant mixture. Yields the product OCCN(CCO)C1=CC=C(OCC(=O)OC)C=C1 (Methyl 4-[N,N-bis(2-hydroxyethyl)amino]phenoxyacetate), oil. The yield is 89.0%. As a reaction SMILES: [CH2:1]1[O:3][CH2:2]1.[NH2:4][C:5]1[CH:16]=[CH:15][C:8]([O:9][CH2:10][C:11]([O:13][CH3:14])=[O:12])=[CH:7][CH:6]=1.[C:17](O)(=[O:19])[CH3:18]>>[OH:19][CH2:17][CH2:18][N:4]([C:5]1[CH:6]=[CH:7][C:8]([O:9][CH2:10][C:11]([O:13][CH3:14])=[O:12])=[CH:15][CH:16]=1)[CH2:2][CH2:1][OH:3]. Procedure details: Ethylene oxide (10 g; 227 mmol) was added under ice cooling to a solution of 4.0 g (22 mmol) of methyl 4-aminophenoxyacetate in 22 ml of 30% acetic acid. After the resultant mixture was stirred overnight at room temperature, nitrogen gas was bubbled to eliminate excess ethylene oxide. Subsequent to neutralization with sodium hydrogencarbonate, sodium chloride was added, followed by extraction with n-butanol. The extract was dried over magnesium sulfate and the solvent was distilled out. The resi... Reactants: NCCCSC1=CN=C(S1)NC(=O)N1CC2(CN(CC2)C(=O)OC)C2=CC(=CC=C12)Cl (methyl 1-((5-((3-aminopropyl)thio)thiazol-2-yl)carbamoyl)-5-chlorospiro[indoline-3,3′-pyrrolidine]-1′-carboxylate), C1(CC1)C(=O)Cl (cyclopropanecarbonyl chloride). Yields the product ClC=1C=C2C(=CC1)N(CC21CN(CC1)C(=O)OC)C(NC=1SC(=CN1)SCCCNC(=O)C1CC1)=O (methyl 5-chloro-1-((5-((3-(cyclopropanecarboxamido)propyl)thio)thiazol-2-yl)carbamoyl)spiro[indoline-3,3′-pyrrolidine]-1′-carboxylate). RXN SMILES: [NH2:1][CH2:2][CH2:3][CH2:4][S:5][C:6]1[S:10][C:9]([NH:11][C:12]([N:14]2[C:30]3[C:25](=[CH:26][C:27]([Cl:31])=[CH:28][CH:29]=3)[C:16]3([CH2:20][CH2:19][N:18]([C:21]([O:23][CH3:24])=[O:22])[CH2:17]3)[CH2:15]2)=[O:13])=[N:8][CH:7]=1.[CH:32]1([C:35](Cl)=[O:36])[CH2:34][CH2:33]1>>[Cl:31][C:27]1[CH:26]=[C:25]2[C:16]3([CH2:20][CH2:19][N:18]([C:21]([O:23][CH3:24])=[O:22])[CH2:17]3)[CH2:15][N:14]([C:12](=[O:13])[NH:11][C:9]3[S:10][C:6]([S:5][CH2:4][CH2:3][CH2:2][NH:1][C:35]([CH:32]4[CH2:34][CH2:33]4)=[O:36])=[CH:7][N:8]=3)[C:30]2=[CH:29][CH:28]=1. Reported procedure: The captioned compound was obtained in the form of a white solid by performing the same reactions and/or treatments as those in Example 3, with the exceptions that methyl 1-((5-((3-aminopropyl)thio)thiazol-2-yl)carbamoyl)-5-chlorospiro[indoline-3,3′-pyrrolidine]-1′-carboxylate was used instead of 5-bromo-N-(5-chlorothiazol-2-yl)spiro[indoline-3,3′-pyrrolidine]-1-carboxamide, and that cyclopropanecarbonyl chloride was used instead of acetyl chloride. Reactants: Nc1cccc(Br)c1, O=C(n1ccnc1)n1ccnc1, CC1(C)CC(=O)OC1=O, ClCCl. Product: CC1(C)CC(=O)N(c2cccc(Br)c2)C1=O. Reaction SMILES: [Br:1][c:2]1[cH:3][c:4]([NH2:8])[cH:5][cH:6][cH:7]1.[C:18]([n:19]1[cH:20][cH:21][n:22][cH:23]1)([n:24]1[cH:25][cH:26][n:27][cH:28]1)=[O:29].[CH3:9][C:10]1([CH3:17])[C:11](=[O:16])[O:12][C:13](=[O:15])[CH2:14]1.[Cl:30][CH2:31][Cl:32]>>[Br:1][c:2]1[cH:3][c:4]([N:8]2[C:11](=[O:16])[C:10]([CH3:9])([CH3:17])[CH2:14][C:13]2=[O:12])[cH:5][cH:6][cH:7]1. Reactants: FC(C(=O)OC(C(F)(F)F)=O)(F)F (trifluoroacetic anhydride), O(C1=CC=CC=C1)CC1=C(C(=O)O)C=CC=C1 (2-(phenoxymethyl)benzoic acid), B(F)(F)F.CCOCC (borontrifluoride etherate). Run in C(Cl)Cl (DCM). Reaction conditions: temperature 40 celsius. Yields the product C1=CC=CC=2OCC3=C(C(C21)=O)C=CC=C3 (dibenzo[b,e]oxepin-11(6H)-one). Isolated yield 97.8%. Reaction SMILES: [O:1]([CH2:8][C:9]1[CH:17]=[CH:16][CH:15]=[CH:14][C:10]=1[C:11]([OH:13])=O)[C:2]1[CH:7]=[CH:6][CH:5]=[CH:4][CH:3]=1.FC(F)(F)C(OC(=O)C(F)(F)F)=O.B(F)(F)F.CCOCC>C(Cl)Cl>[CH:4]1[C:3]2[C:11](=[O:13])[C:10]3[CH:14]=[CH:15][CH:16]=[CH:17][C:9]=3[CH2:8][O:1][C:2]=2[CH:7]=[CH:6][CH:5]=1 |f:2.3|. Reported procedure: The 2-(phenoxymethyl)benzoic acid (22.18 g, 97 mmol) was dissolved in DCM (200 mL) and trifluoroacetic anhydride (20.59 mL, 146 mmol) was added, followed by a catalytic amount of borontrifluoride etherate (2.22 mL, 17.5 mmol). The reaction mixture was heated at 40° C. for 2 hours. The solution was then washed with water, sodium bicarbonate (saturated solution) and water. The organic phases was dried over sodium sulfate, filtered and concentrated under reduced pressure. The crude product was puri... Product: C(C)(C)C1=CC(=CC2=C1C(N(S2(=O)=O)COC2=CC(=NN2C2=CC=NC=C2)C(F)(F)F)=O)OC (4-isopropyl-6-methoxy-2-[1-(4-pyridyl)-3-trifluoromethylpyrazol-5-yl-oxymethyl]-1,2-benzisothiazol-3(2H)-one 1,1-dioxide). Starting materials: [F-].[K+] (KF), N1=CC=C(C=C1)N1N=C(C=C1O)C(F)(F)F (1-(4-pyridyl)-3-trifluoromethyl-5-hydroxypyrazole), BrCN1S(C2=C(C1=O)C(=CC(=C2)OC)C(C)C)(=O)=O (2-bromomethyl-4-isopropyl-6-methoxy-1,2-benzisothiazol-3(2H)-one 1,1-dioxide). Reported procedure: To a mixture of 1-(4-pyridyl)-3-trifluoromethyl-5-hydroxypyrazole (316 mg; 1.36 mmol) in DMF (20 ml) was added 128 mg (2.24 mmol) of KF at room temperature under nitrogen, and the mixture was stirred for 20 minutes. To the above solution was added 2-bromomethyl-4-isopropyl-6-methoxy-1,2-benzisothiazol-3(2H)-one 1,1-dioxide (400 mg, 1.12 mmol) and the resulting mixture was stirred at room temperature for 45 minutes. The above mixture was quenched with ice/saturated ammonium chloride, extracted wi... Run in CN(C)C=O (DMF). As a reaction SMILES: [N:1]1[CH:6]=[CH:5][C:4]([N:7]2[C:11]([OH:12])=[CH:10][C:9]([C:13]([F:16])([F:15])[F:14])=[N:8]2)=[CH:3][CH:2]=1.[F-].[K+].Br[CH2:20][N:21]1[C:25](=[O:26])[C:24]2[C:27]([CH:33]([CH3:35])[CH3:34])=[CH:28][C:29]([O:31][CH3:32])=[CH:30][C:23]=2[S:22]1(=[O:37])=[O:36]>CN(C=O)C>[CH:33]([C:27]1[C:24]2[C:25](=[O:26])[N:21]([CH2:20][O:12][C:11]3[N:7]([C:4]4[CH:5]=[CH:6][N:1]=[CH:2][CH:3]=4)[N:8]=[C:9]([C:13]([F:16])([F:15])[F:14])[CH:10]=3)[S:22](=[O:37])(=[O:36])[C:23]=2[CH:30]=[C:29]([O:31][CH3:32])[CH:28]=1)([CH3:35])[CH3:34] |f:1.2|. Conditions: time 20 minute. Isolated yield 43.2%. The reactants are CC(O)(CN1CCC(Oc2ccc(C(F)(F)F)cc2)CC1)Cn1cc([N+](=O)[O-])nc1Cl, [H-], [Na+], CN(C)C=O, O. The product is CC1(CN2CCC(Oc3ccc(C(F)(F)F)cc3)CC2)Cn2cc([N+](=O)[O-])nc2O1. RXN SMILES: [Cl:1][c:2]1[n:3]([CH2:10][C:11]([CH2:12][N:13]2[CH2:14][CH2:15][CH:16]([O:19][c:20]3[cH:21][cH:22][c:23]([C:26]([F:27])([F:28])[F:29])[cH:24][cH:25]3)[CH2:17][CH2:18]2)([OH:30])[CH3:31])[cH:4][c:5]([N+:7](=[O:8])[O-:9])[n:6]1.[H-:32].[Na+:33].[O:35]=[CH:36][N:37]([CH3:38])[CH3:39].[OH2:34]>>[c:2]12[n:3]([cH:4][c:5]([N+:7](=[O:8])[O-:9])[n:6]1)[CH2:10][C:11]([CH2:12][N:13]1[CH2:14][CH2:15][CH:16]([O:19][c:20]3[cH:21][cH:22][c:23]([C:26]([F:27])([F:28])[F:29])[cH:24][cH:25]3)[CH2:17][CH2:18]1)([CH3:31])[O:30]2.